This data is from the Open Reaction Database (ORD), a public repository of structured organic reaction records. The task is: describe an organic reaction: reactants, conditions, products, and yield Starting materials: BrB(Br)Br, CO, ClCCl, COc1cccc(-c2ccc(C(N)=O)c3[nH]c4cc(C(=O)N5CCN(C)CC5)ccc4c23)c1F. The product is CN1CCN(C(=O)c2ccc3c(c2)[nH]c2c(C(N)=O)ccc(-c4cccc(O)c4F)c23)CC1. Reaction SMILES: [B:35]([Br:36])([Br:37])[Br:38].[CH3:39][OH:40].[Cl:41][CH2:42][Cl:43].[F:1][c:2]1[c:3](-[c:10]2[cH:11][cH:12][c:13]([C:32](=[O:33])[NH2:34])[c:14]3[nH:15][c:16]4[cH:17][c:18]([C:23](=[O:24])[N:25]5[CH2:26][CH2:27][N:28]([CH3:31])[CH2:29][CH2:30]5)[cH:19][cH:20][c:21]4[c:22]23)[cH:4][cH:5][cH:6][c:7]1[O:8][CH3:9]>>[F:1][c:2]1[c:3](-[c:10]2[cH:11][cH:12][c:13]([C:32](=[O:33])[NH2:34])[c:14]3[nH:15][c:16]4[cH:17][c:18]([C:23](=[O:24])[N:25]5[CH2:26][CH2:27][N:28]([CH3:31])[CH2:29][CH2:30]5)[cH:19][cH:20][c:21]4[c:22]23)[cH:4][cH:5][cH:6][c:7]1[OH:8]. Reactants: stainless steel, C(C)(C)(C)N (tertiarybutylamine), C(C)(C)(C)NCCOCCOC(C)O (tertiarybutylaminoethoxyethoxyethanol). Reagents/catalysts: Ni Al2O3 SiO2. Solvent: C1(=CC=CC=C1)C (toluene). Run at temperature 200 celsius. Yields the product C(C)(C)(C)NCCOCCOCCNC(C)(C)C (1,2-bis-(tertiarybutylaminoethoxy) ethane). The yield is 68.2%. As a reaction SMILES: [C:1]([NH2:5])([CH3:4])([CH3:3])[CH3:2].[C:6]([NH:10][CH2:11][CH2:12][O:13][CH2:14][CH2:15][O:16][CH:17](O)[CH3:18])([CH3:9])([CH3:8])[CH3:7]>C1(C)C=CC=CC=1>[C:1]([NH:5][CH2:18][CH2:17][O:16][CH2:15][CH2:14][O:13][CH2:12][CH2:11][NH:10][C:6]([CH3:7])([CH3:9])[CH3:8])([CH3:4])([CH3:3])[CH3:2]. Procedure: To a 300 ml stainless steel, stirred autoclave there was added 21 g of tertiarybutylamine, 20 g of tertiarybutylaminoethoxyethoxyethanol, 0.6 g of Ni-Al2O3 -SiO2 catalyst (Harshaw NI-5132P), and 50 ml of toluene. The autoclave containing the reactants was heated to 200° C. under autogenous pressure (180 psi) for 6 hours. The contents were cooled, removed and filtered. The autoclave and filtercake were washed with additional toluene. G.C. analysis revealed that the product was comprised of about ... Run in [Cl-].[Na+].O (brine). Procedure: A slurry of NaCN (435 mg, 8.9 mmol), 2-[4-(bromomethyl)-3-chlorophenyl]-1,3-benzoxazole (940 mg, 2.9 mmol), DMF (30 mL) and H2O (30 mL) was stirred at rt for 12 h. The reaction mixture was poured into brine (250 mL) and filtered. The resultant colorless solid was purified by flash chromatography on silica gel (EtOAc:hexanes 1:9) to afford the desired [4-(1,3-benzoxazol-2-yl)-2-chlorophenyl]acetonitrile as a colorless solid: 1H NMR (CDCl3, 300 MHz) δ 8.32 (s, 1H), 8.19 (dd, 1H), 7.77–7.80 (m, 1H)... RXN SMILES: [C-]#N.[Na+].Br[CH2:5][C:6]1[CH:11]=[CH:10][C:9]([C:12]2[O:13][C:14]3[CH:20]=[CH:19][CH:18]=[CH:17][C:15]=3[N:16]=2)=[CH:8][C:7]=1[Cl:21].[CH3:22][N:23](C=O)C.O>[Cl-].[Na+].O>[O:13]1[C:14]2[CH:20]=[CH:19][CH:18]=[CH:17][C:15]=2[N:16]=[C:12]1[C:9]1[CH:10]=[CH:11][C:6]([CH2:5][C:22]#[N:23])=[C:7]([Cl:21])[CH:8]=1 |f:0.1,5.6.7|. Starting materials: [C-]#N.[Na+] (NaCN), BrCC1=C(C=C(C=C1)C=1OC2=C(N1)C=CC=C2)Cl (2-[4-(bromomethyl)-3-chlorophenyl]-1,3-benzoxazole), CN(C)C=O (DMF), O (H2O). Yields the product O1C(=NC2=C1C=CC=C2)C2=CC(=C(C=C2)CC#N)Cl ([4-(1,3-benzoxazol-2-yl)-2-chlorophenyl]acetonitrile). As a reaction SMILES: [BH3:41].[CH3:1][O:2][c:3]1[cH:4][c:5]2[c:6]([O:15][c:16]3[c:17]([CH3:35])[cH:18][c:19]([NH:22][C:23]([CH2:24][O:25][c:26]4[c:27]([O:32][CH3:33])[cH:28][cH:29][cH:30][cH:31]4)=[O:34])[cH:20][cH:21]3)[cH:7][cH:8][n:9][c:10]2[cH:11][c:12]1[O:13][CH3:14].[ClH:42].[Na+:44].[O:36]1[CH2:37][CH2:38][CH2:39][CH2:40]1.[O:45]1[CH2:46][CH2:47][CH2:48][CH2:49]1.[OH-:43]>>[CH3:1][O:2][c:3]1[cH:4][c:5]2[c:6]([O:15][c:16]3[c:17]([CH3:35])[cH:18][c:19]([NH:22][CH2:23][CH2:24][O:25][c:26]4[c:27]([O:32][CH3:33])[cH:28][cH:29][cH:30][cH:31]4)[cH:20][cH:21]3)[cH:7][cH:8][n:9][c:10]2[cH:11][c:12]1[O:13][CH3:14]. The product is COc1cc2nccc(Oc3ccc(NCCOc4ccccc4OC)cc3C)c2cc1OC. Reactants: B, COc1cc2nccc(Oc3ccc(NC(=O)COc4ccccc4OC)cc3C)c2cc1OC, Cl, [Na+], C1CCOC1, C1CCOC1, [OH-]. Starting materials: CCO, O=Cc1ccc(C=CC(=O)O)cc1, [K+], [OH-], CC(=O)c1cccc(CO)c1. Yields the product O=C(O)C=Cc1ccc(C=CC(=O)c2cccc(CO)c2)cc1. As a reaction SMILES: [CH3:27][CH2:28][OH:29].[CH:12](=[O:13])[c:14]1[cH:15][cH:16][c:17]([CH:18]=[CH:19][C:20](=[O:21])[OH:22])[cH:23][cH:24]1.[K+:26].[OH-:25].[OH:1][CH2:2][c:3]1[cH:4][c:5]([C:9]([CH3:10])=[O:11])[cH:6][cH:7][cH:8]1>>[OH:1][CH2:2][c:3]1[cH:4][c:5]([C:9]([CH:10]=[CH:12][c:14]2[cH:15][cH:16][c:17]([CH:18]=[CH:19][C:20](=[O:21])[OH:22])[cH:23][cH:24]2)=[O:11])[cH:6][cH:7][cH:8]1.